Dataset: the Open Reaction Database (ORD), a public repository of structured organic reaction records. Task: describe an organic reaction: reactants, conditions, products, and yield Starting materials: C(C)(C)(C)SCC(P(OCC)(=O)OCC)(C)O (diethyl 2-t-butylthio-1-hydroxy-1-methylethanephosphonate), S(O)(O)(=O)=O (sulfuric acid), C(C)(=O)OC(C)=O (acetic anhydride), ice water, ClCCl (dichloromethane). Reaction conditions: temperature 20 celsius, time 8 hour. The product is C(C)(=O)OC(CSC(C)(C)C)(P(OCC)(=O)OCC)C (diethyl 1-acetoxy-2-t-butylthio-1-methylethanephosphonate). RXN SMILES: [C:1]([S:5][CH2:6][C:7]([OH:17])([CH3:16])[P:8]([O:13][CH2:14][CH3:15])(=[O:12])[O:9][CH2:10][CH3:11])([CH3:4])([CH3:3])[CH3:2].S(=O)(=O)(O)O.ClCCl.[C:26](OC(=O)C)(=[O:28])[CH3:27]>>[C:26]([O:17][C:7]([CH3:16])([P:8]([O:9][CH2:10][CH3:11])(=[O:12])[O:13][CH2:14][CH3:15])[CH2:6][S:5][C:1]([CH3:4])([CH3:2])[CH3:3])(=[O:28])[CH3:27]. Reported procedure: 25.2 g (88.6 mmol) of diethyl 2-t-butylthio-1-hydroxy-1-methylethanephosphonate in 130 ml of acetic anhydride are treated with 1 ml of concentrated sulfuric acid, during which process the temperature of the solution rises from 20 to about 30° C. The mixture is subsequently stirred for 8 hours at 20° C., treated with 100 ml of dichloromethane and poured onto 300 ml of ice/water. The organic phase which is separated off is washed in succession with dilute hydrochloric acid, sodium hydrogen carbona...